This data is from the Open Reaction Database (ORD), a public repository of structured organic reaction records. The task is: describe an organic reaction: reactants, conditions, products, and yield Reactants: COc1cc(CCl)cc(OC)c1OC, CN(C)C=O, C=CCC(CO)(NC)c1ccc(Cl)c(Cl)c1, [H-], [Na+]. Product: C=CCC(COCc1cc(OC)c(OC)c(OC)c1)(NC)c1ccc(Cl)c(Cl)c1. RXN SMILES: [CH3:19][O:20][c:21]1[cH:22][c:23]([CH2:24][Cl:25])[cH:26][c:27]([O:31][CH3:32])[c:28]1[O:29][CH3:30].[CH3:33][N:34]([CH3:35])[CH:36]=[O:37].[Cl:1][c:2]1[cH:3][c:4]([C:9]([CH2:10][OH:11])([CH2:12][CH:13]=[CH2:14])[NH:15][CH3:16])[cH:5][cH:6][c:7]1[Cl:8].[H-:17].[Na+:18]>>[Cl:1][c:2]1[cH:3][c:4]([C:9]([CH2:10][O:11][CH2:24][c:23]2[cH:22][c:21]([O:20][CH3:19])[c:28]([O:29][CH3:30])[c:27]([O:31][CH3:32])[cH:26]2)([CH2:12][CH:13]=[CH2:14])[NH:15][CH3:16])[cH:5][cH:6][c:7]1[Cl:8]. Starting materials: 4.8, ClC1=C(C=C(C(=C1)F)F)[N+](=O)[O-] (2-chloro-4,5-difluoronitrobenzene), N1CCCCC1 (piperidine). Run in C1(=CC=CC=C1)C (toluene). Run at time 1 hour. The product is ClC1=C(C=C(C(=C1)N1CCCCC1)F)[N+](=O)[O-] (2-chloro-5-fluoro-4-piperidinonitrobenzene). The yield is 82.0%. Reaction SMILES: [Cl:1][C:2]1[CH:7]=[C:6](F)[C:5]([F:9])=[CH:4][C:3]=1[N+:10]([O-:12])=[O:11].[NH:13]1[CH2:18][CH2:17][CH2:16][CH2:15][CH2:14]1>C1(C)C=CC=CC=1>[Cl:1][C:2]1[CH:7]=[C:6]([N:13]2[CH2:18][CH2:17][CH2:16][CH2:15][CH2:14]2)[C:5]([F:9])=[CH:4][C:3]=1[N+:10]([O-:12])=[O:11]. Reported procedure: A solution of 4.8 (25 mmol) of 2-chloro-4,5-difluoronitrobenzene in 14.4 g of toluene is introduced into a 100 ml three-necked flask fitted with dropping funnel, precision-ground glass stirrer and reflux condenser. 4.3 g (50 mmol) of piperidine are added dropwise to this solution at room temperature and with stirring over the course of 1 hour. The mixture is then stirred at room temperature for a further 2 hours. The reaction solution formed in the reaction is washed three times with 35 ml of wa...